Dataset: the Open Reaction Database (ORD), a public repository of structured organic reaction records. Task: describe an organic reaction: reactants, conditions, products, and yield Reactants: ClC1=NC=2N(C(=C1)N(COCC[Si](C)(C)C)COCC[Si](C)(C)C)N=CC2C=2C=NC1=CC=CC=C1C2 (5-chloro-3-(quinolin-3-yl)-N,N-bis((2-(trimethylsilyl)-ethoxy)methyl)pyrazolo[1,5-a]pyrimidin-7-amine), C(C)(C)N(C(C)C)CC (N,N-diisopropylethylamine), C(=O)(OC(C)(C)C)N1CCNCC1 (4-N-Boc-piperazine), BrN1C(CCC1=O)=O (N-bromosuccinimide). Run in CN1CCCC1=O (NMP), C(C)#N (acetonitrile). Reaction conditions: temperature 200 celsius, time 2 hour. The product is NC1=C(C(=NC=2N1N=CC2C=2C=NC1=CC=CC=C1C2)N2CCN(CC2)C(=O)OC(C)(C)C)Br (tert-butyl 4-(7-amino-6-bromo-3-(quinolin-3-yl)pyrazolo[1,5-a]pyrimidin-5-yl)piperazine-1-carboxylate). As a reaction SMILES: Cl[C:2]1[CH:7]=[C:6]([N:8](COCC[Si](C)(C)C)COCC[Si](C)(C)C)[N:5]2[N:25]=[CH:26][C:27]([C:28]3[CH:29]=[N:30][C:31]4[C:36]([CH:37]=3)=[CH:35][CH:34]=[CH:33][CH:32]=4)=[C:4]2[N:3]=1.C(N(CC)C(C)C)(C)C.[C:47]([N:54]1[CH2:59][CH2:58][NH:57][CH2:56][CH2:55]1)([O:49][C:50]([CH3:53])([CH3:52])[CH3:51])=[O:48].[Br:60]N1C(=O)CCC1=O>C(#N)C.CN1C(=O)CCC1>[NH2:8][C:6]1[N:5]2[N:25]=[CH:26][C:27]([C:28]3[CH:29]=[N:30][C:31]4[C:36]([CH:37]=3)=[CH:35][CH:34]=[CH:33][CH:32]=4)=[C:4]2[N:3]=[C:2]([N:57]2[CH2:56][CH2:55][N:54]([C:47]([O:49][C:50]([CH3:53])([CH3:52])[CH3:51])=[O:48])[CH2:59][CH2:58]2)[C:7]=1[Br:60]. Procedure: To a 20 mL scintillation vial was charged 5-chloro-3-(quinolin-3-yl)-N,N-bis((2-(trimethylsilyl)-ethoxy)methyl)pyrazolo[1,5-a]pyrimidin-7-amine (0.09 mmol, 50 mg), NMP (1 mL), N,N-diisopropylethylamine (0.36 mmol, 63 μL), and 4-N-Boc-piperazine (0.27 mmol, 50 mg). The resulting solution was heated to 200° C. in microwave synthesizer for 30 minutes. Upon completion, the NMP was removed in vacuo as an azeotrope using chlorobenzene. This residue was dissolved in acetonitrile (1 mL) to which N-bromo... The reactants are CC(=O)NC(C(=O)C1N=C(C(C)(C)C)SN1C(=O)O)C(C)C, C=CCOC(=O)NC1CC(=O)OC1OCc1ccccc1, ClCCCl, ClCCl, CN(C)C=O, On1nnc2ccccc21, c1ccc(P(c2ccccc2)(c2ccccc2)[Pd](P(c2ccccc2)(c2ccccc2)c2ccccc2)(P(c2ccccc2)(c2ccccc2)c2ccccc2)P(c2ccccc2)(c2ccccc2)c2ccccc2)cc1. Product: CC(=O)NC(C(=O)C1N=C(C(C)(C)C)SN1C(=O)NC1CC(=O)OC1OCc1ccccc1)C(C)C. As a reaction SMILES: [C:22]([CH3:23])(=[O:24])[NH:25][CH:26]([C:27](=[O:28])[CH:29]1[N:30]([C:38]([OH:39])=[O:40])[S:31][C:32]([C:34]([CH3:35])([CH3:36])[CH3:37])=[N:33]1)[CH:41]([CH3:42])[CH3:43].[CH2:1]([O:2][C:5]([NH:6][CH:7]1[CH:8]([O:13][CH2:14][c:15]2[cH:16][cH:17][cH:18][cH:19][cH:20]2)[O:9][C:10](=[O:12])[CH2:11]1)=[O:21])[CH:3]=[CH2:4].[CH2:54]([Cl:55])[CH2:56][Cl:57].[Cl:63][CH2:64][Cl:65].[O:58]=[CH:59][N:60]([CH3:61])[CH3:62].[OH:44][n:45]1[c:46]2[c:47]([cH:48][cH:49][cH:50][cH:51]2)[n:52][n:53]1.[cH:66]1[cH:67][cH:68][c:69]([P:70]([Pd:71]([P:72]([c:73]2[cH:74][cH:75][cH:76][cH:77][cH:78]2)([c:79]2[cH:80][cH:81][cH:82][cH:83][cH:84]2)[c:85]2[cH:86][cH:87][cH:88][cH:89][cH:90]2)([P:91]([c:92]2[cH:93][cH:94][cH:95][cH:96][cH:97]2)([c:98]2[cH:99][cH:100][cH:101][cH:102][cH:103]2)[c:104]2[cH:105][cH:106][cH:107][cH:108][cH:109]2)[P:110]([c:111]2[cH:112][cH:113][cH:114][cH:115][cH:116]2)([c:117]2[cH:118][cH:119][cH:120][cH:121][cH:122]2)[c:123]2[cH:124][cH:125][cH:126][cH:127][cH:128]2)([c:129]2[cH:130][cH:131][cH:132][cH:133][cH:134]2)[c:135]2[cH:136][cH:137][cH:138][cH:139][cH:140]2)[cH:141][cH:142]1>>[C:5]([NH:6][CH:7]1[CH:8]([O:13][CH2:14][c:15]2[cH:16][cH:17][cH:18][cH:19][cH:20]2)[O:9][C:10](=[O:12])[CH2:11]1)(=[O:21])[N:30]1[CH:29]([C:27]([CH:26]([NH:25][C:22]([CH3:23])=[O:24])[CH:41]([CH3:42])[CH3:43])=[O:28])[N:33]=[C:32]([C:34]([CH3:35])([CH3:36])[CH3:37])[S:31]1. Reported procedure: A mixture of paraformaldehyde (4.5 g, 50 mmol), ethyl difluorobromoacetate (10.2 g, 50 mmol) and activated zinc dust (3.3 g, 40 mmol) in anhydrous tetrahydrofuran was heated under reflux for 0.5 h. Then the mixture was treated with a saturated aqueous solution of ammonium chloride and extracted with diethyl ether. After usual work-up the desired compound ethyl 2,2-difluoro-3-hydroxypropionate was obtained by flash chromatography on silica gel (ethyl acetate:hexane; 25:75) (4.1 g, 53%). Starting materials: C=O (paraformaldehyde), FC(C(=O)OCC)(Br)F (ethyl difluorobromoacetate), [Cl-].[NH4+] (ammonium chloride). Reagents/catalysts: [Zn] (zinc). Run in O1CCCC1 (tetrahydrofuran). The product is FC(C(=O)OCC)(CO)F (ethyl 2,2-difluoro-3-hydroxypropionate). Reaction SMILES: [CH2:1]=[O:2].[F:3][C:4]([F:11])(Br)[C:5]([O:7][CH2:8][CH3:9])=[O:6].[Cl-].[NH4+]>O1CCCC1.[Zn]>[F:3][C:4]([F:11])([CH2:1][OH:2])[C:5]([O:7][CH2:8][CH3:9])=[O:6] |f:2.3|. Reaction SMILES: [Br:16][CH2:17][CH2:18][CH2:19][OH:20].[CH2:3]([CH2:4][CH2:5][CH2:6][CH3:7])[O:8][c:9]1[cH:10][c:11]([OH:15])[cH:12][cH:13][cH:14]1.[CH3:21][N:22]([CH3:23])[CH:24]=[O:25].[H-:2].[Na+:1]>>[CH2:3]([CH2:4][CH2:5][CH2:6][CH3:7])[O:8][c:9]1[cH:10][c:11]([O:15][CH2:17][CH2:18][CH2:19][OH:20])[cH:12][cH:13][cH:14]1. The reactants are OCCCBr, CCCCCOc1cccc(O)c1, CN(C)C=O, [H-], [Na+]. The product is CCCCCOc1cccc(OCCCO)c1. The reactants are Clc1ncncc1Br, [Na+], [Na+], O=C([O-])[O-], CN(C)C=O, COC(=O)CS. Product: COC(=O)CSc1ncncc1Br. Reaction SMILES: [Cl:1][c:2]1[n:3][cH:4][n:5][cH:6][c:7]1[Br:8].[Na+:15].[Na+:16].[O-:17][C:18](=[O:19])[O-:20].[O:21]=[CH:22][N:23]([CH3:24])[CH3:25].[SH:9][CH2:10][C:11](=[O:12])[O:13][CH3:14]>>[c:2]1([S:9][CH2:10][C:11](=[O:12])[O:13][CH3:14])[n:3][cH:4][n:5][cH:6][c:7]1[Br:8]. The reactants are BrC=1C=C2C(C(C(N(C2=C2C1CCC2)C(=O)OC(C)(C)C)(C)C)=O)(C)C (tert-butyl 6-bromo-2,2,4,4-tetramethyl-2,3,4,7,8,9-hexahydro-1H-cyclopenta[h]quinolin-3-one-1-carboxylate), [Mn](=O)(=O)(=O)[O-].[K+] (potassium permanganate). The reagents and catalysts are [Fe](Cl)(Cl)Cl (Iron trichloride). Solvent: C(C)(C)O (isopropanol), C(Cl)(Cl)Cl (CHCl3), CC(=O)C (acetone). Reaction conditions: temperature 0 celsius, time 16 hour. Product: BrC=1C=C2C(C(C(N(C2=C2C1C(CC2)=O)C(=O)OC(C)(C)C)(C)C)=O)(C)C (tert-butyl 6-bromo-2,2,4,4-tetramethyl-2,3,4,7,8,9-hexahydro-1H-cyclopenta[h]quinoline-3,7-dione-1-carboxylate), tert-butyl 6-bromo-2,2,4,4-tetramethyl-2,3,7,8-hexahydro-1H-cyclopenta[h]quinoline-3,9-dione-1-carboxylate. Isolated yield 13.0%. RXN SMILES: [Br:1][C:2]1[CH:3]=[C:4]2[C:9](=[C:10]3[CH2:14][CH2:13][CH2:12][C:11]=13)[N:8]([C:15]([O:17][C:18]([CH3:21])([CH3:20])[CH3:19])=[O:16])[C:7]([CH3:23])([CH3:22])[C:6](=[O:24])[C:5]2([CH3:26])[CH3:25].[Mn]([O-])(=O)(=O)=[O:28].[K+]>CC(C)=O.C(O)(C)C.C(Cl)(Cl)Cl.[Fe](Cl)(Cl)Cl>[Br:1][C:2]1[CH:3]=[C:4]2[C:9](=[C:10]3[CH2:14][CH2:13][C:12](=[O:28])[C:11]=13)[N:8]([C:15]([O:17][C:18]([CH3:19])([CH3:21])[CH3:20])=[O:16])[C:7]([CH3:23])([CH3:22])[C:6](=[O:24])[C:5]2([CH3:26])[CH3:25] |f:1.2|. Procedure: To a solution of tert-butyl 6-bromo-2,2,4,4-tetramethyl-2,3,4,7,8,9-hexahydro-1H-cyclopenta[h]quinolin-3-one-1-carboxylate (2.1 g) obtained in Example 1, 8) in acetone (50 ml) was added potassium permanganate (7.9 g), and the mixture was cooled to 0° C. Iron trichloride (5.0 g) was added, and the mixture was stirred at 50° C. for 16 hr. The reaction solution was diluted with isopropanol (20 ml) and CHCl3 (20 ml), filtered through celite, and extracted with CHCl3. The organic layer was washed wit... Starting materials: CC(C)CCON=O, CC#N, Cl[Cu], Cl[Cu]Cl, Cl, COC(=O)C(C)Oc1nc(C)ncc1Oc1cc(-n2c(=O)cc(C(F)(F)F)n(C)c2=O)c(F)cc1N. Product: COC(=O)C(C)Oc1nc(C)ncc1Oc1cc(-n2c(=O)cc(C(F)(F)F)n(C)c2=O)c(F)cc1Cl. Reaction SMILES: [CH3:1][CH:2]([CH2:3][CH2:4][O:5][N:6]=[O:7])[CH3:8].[CH3:51][C:52]#[N:53].[Cl:46][Cu:47].[Cl:48][Cu:49][Cl:50].[ClH:45].[NH2:9][c:10]1[c:11]([O:12][c:13]2[c:14]([O:20][CH:21]([CH3:22])[C:23](=[O:24])[O:25][CH3:26])[n:15][c:16]([CH3:19])[n:17][cH:18]2)[cH:27][c:28](-[n:32]2[c:33](=[O:44])[n:34]([CH3:43])[c:35]([C:39]([F:40])([F:41])[F:42])[cH:36][c:37]2=[O:38])[c:29]([F:31])[cH:30]1>>[c:10]1([Cl:45])[c:11]([O:12][c:13]2[c:14]([O:20][CH:21]([CH3:22])[C:23](=[O:24])[O:25][CH3:26])[n:15][c:16]([CH3:19])[n:17][cH:18]2)[cH:27][c:28](-[n:32]2[c:33](=[O:44])[n:34]([CH3:43])[c:35]([C:39]([F:40])([F:41])[F:42])[cH:36][c:37]2=[O:38])[c:29]([F:31])[cH:30]1. Reactants: CC(=O)O, [I-], [K+], O=N[O-], CC(C)C(=O)Nc1ccc(N)c(C(F)(F)F)c1, [Na+], O, O=S(=O)(O)O. Yields the product CC(C)C(=O)Nc1ccc(I)c(C(F)(F)F)c1. As a reaction SMILES: [CH3:30][C:31](=[O:32])[OH:33].[I-:28].[K+:27].[N:23]([O-:24])=[O:25].[NH2:1][c:2]1[c:3]([C:14]([F:15])([F:16])[F:17])[cH:4][c:5]([NH:6][C:7]([CH:8]([CH3:9])[CH3:10])=[O:11])[cH:12][cH:13]1.[Na+:26].[OH2:29].[S:18](=[O:19])(=[O:20])([OH:21])[OH:22]>>[c:2]1([I:28])[c:3]([C:14]([F:15])([F:16])[F:17])[cH:4][c:5]([NH:6][C:7]([CH:8]([CH3:9])[CH3:10])=[O:11])[cH:12][cH:13]1. Reactants: CCCCCC, CI, [KH], C1CCOC1, CCCN1CCC23c4cccc(OC)c4OC2C2CCC3(C1=O)C(CO)C2. Product: CCCN1CCC23c4cccc(OC)c4OC2C2CCC3(C1=O)C(COC)C2. As a reaction SMILES: [CH3:2][CH2:3][CH2:4][CH2:5][CH2:6][CH3:7].[CH3:35][I:36].[KH:1].[O:37]1[CH2:38][CH2:39][CH2:40][CH2:41]1.[OH:8][CH2:9][CH:10]1[CH2:11][CH:12]2[CH:13]3[C:14]4([CH2:15][CH2:16][N:17]([CH2:23][CH2:24][CH3:25])[C:18](=[O:22])[C:19]14[CH2:20][CH2:21]2)[c:26]1[c:27]([c:29]([O:33][CH3:34])[cH:30][cH:31][cH:32]1)[O:28]3>>[CH3:2][O:8][CH2:9][CH:10]1[CH2:11][CH:12]2[CH:13]3[C:14]4([CH2:15][CH2:16][N:17]([CH2:23][CH2:24][CH3:25])[C:18](=[O:22])[C:19]14[CH2:20][CH2:21]2)[c:26]1[c:27]([c:29]([O:33][CH3:34])[cH:30][cH:31][cH:32]1)[O:28]3.